This data is from the Open Reaction Database (ORD), a public repository of structured organic reaction records. The task is: describe an organic reaction: reactants, conditions, products, and yield The reactants are BrCc1ccccc1, [K+], [K+], O=C([O-])[O-], CN(C)C=O, COC(=O)c1cccc(-c2ccccc2)c1O. The product is COC(=O)c1cccc(-c2ccccc2)c1OCc1ccccc1. RXN SMILES: [Br:24][CH2:25][c:26]1[cH:27][cH:28][cH:29][cH:30][cH:31]1.[K+:18].[K+:19].[O-:20][C:21]([O-:22])=[O:23].[O:32]=[CH:33][N:34]([CH3:35])[CH3:36].[OH:1][c:2]1[c:3]([C:4](=[O:5])[O:6][CH3:7])[cH:8][cH:9][cH:10][c:11]1-[c:12]1[cH:13][cH:14][cH:15][cH:16][cH:17]1>>[O:1]([c:2]1[c:3]([C:4](=[O:5])[O:6][CH3:7])[cH:8][cH:9][cH:10][c:11]1-[c:12]1[cH:13][cH:14][cH:15][cH:16][cH:17]1)[CH2:25][c:26]1[cH:27][cH:28][cH:29][cH:30][cH:31]1.